From a dataset of the Open Reaction Database (ORD), a public repository of structured organic reaction records. describe an organic reaction: reactants, conditions, products, and yield Starting materials: [OH-].[K+] (KOH), CO (methanol), C([C@@H]1CO1)OCC1=CC=CC=C1 ((S)-benzyl glycidyl ether). Run at temperature 30 celsius, time 8 hour. The product is C(C1=CC=CC=C1)OC[C@H](COC)O ((S)-1-(benzyloxy)-3-methoxypropan-2-ol). Isolated yield 98.0%. RXN SMILES: [CH2:1]([O:5][CH2:6][C:7]1[CH:12]=[CH:11][CH:10]=[CH:9][CH:8]=1)[C@H:2]1[O:4][CH2:3]1.[OH-:13].[K+].[CH3:15]O>>[CH2:6]([O:5][CH2:1][C@@H:2]([OH:4])[CH2:3][O:13][CH3:15])[C:7]1[CH:12]=[CH:11][CH:10]=[CH:9][CH:8]=1 |f:1.2|. Procedure details: To a stirred solution of (S)-benzyl glycidyl ether (S)-2 (4 g, 24.3 mmol) in methanol (40 mL) was added slowly a powdered KOH (4 g; 70 mmol) at 10° C. and the reaction mixture was stirred at 30° C. temperature for 8 h, after which the solvent was evaporated under reduced pressure. The residue was dissolved in ethylacetate (50 mL), washed with water, dried over Na2SO4, and evaporated under reduced pressure. The crude product was purified by column chromatography (silica gel, petroleum ether/aceto... The reactants are C(C1=CN=CC=C1)(=O)OCC (ethyl nicotinate), C(O)CN (ethanolamine). Reaction conditions: time 48 hour. Product: OCCNC(=O)C=1C=NC=CC1 (N-(2-Hydroxyethyl)-3-pyridinecarboxamide). The yield is 85.1%. Reaction SMILES: [C:1]([O:9]CC)(=O)[C:2]1[CH:7]=[CH:6][CH:5]=[N:4][CH:3]=1.[CH2:12]([CH2:14][NH2:15])[OH:13]>>[OH:13][CH2:12][CH2:14][NH:15][C:1]([C:2]1[CH:3]=[N:4][CH:5]=[CH:6][CH:7]=1)=[O:9]. Procedure details: A solution of 49.2 g (0.32525 mol) ethyl nicotinate and 72 g (1.17 mol) ethanolamine was heated at 70° C. for 60 hours. The excess ethanolamine was removed under reduced pressure and the resulting viscous cream oil was stirred with ether for 48 hours. The resulting white solid was removed by filtration, affording 46 g (85.1%) of the title compound melting at 75°-78° C.